This data is from the Open Reaction Database (ORD), a public repository of structured organic reaction records. The task is: describe an organic reaction: reactants, conditions, products, and yield Starting materials: [H-].[Na+] (sodium hydride), [Cl-].[NH4+] (ammonium chloride), FC(C1=CC(=NC=C1)C=1NOC(N1)=O)(F)F (3-(4-trifluoromethylpyridin-2-yl)-1,2,4-oxadiazol-5-one), CC=1C=C(C(=O)OCCl)C=CC1 (chloromethyl 3-methylbenzoate). Run in CN(C=O)C (N,N-dimethylformamide). Reaction conditions: time 10 minute. The product is CC=1C=C(C(=O)OCN2C(=NOC2=O)C2=NC=CC(=C2)C(F)(F)F)C=CC1 ([3-(4-trifluoromethylpyridin-2-yl)-1,2,4-oxadiazol-5-on-4-yl]methyl 3-methylbenzoate). Yield: 24.4%. RXN SMILES: [H-].[Na+].[F:3][C:4]([F:18])([F:17])[C:5]1[CH:10]=[CH:9][N:8]=[C:7]([C:11]2[NH:12][O:13][C:14](=[O:16])[N:15]=2)[CH:6]=1.[CH3:19][C:20]1[CH:21]=[C:22]([CH:28]=[CH:29][CH:30]=1)[C:23]([O:25][CH2:26]Cl)=[O:24].[Cl-].[NH4+]>CN(C)C=O>[CH3:19][C:20]1[CH:21]=[C:22]([CH:28]=[CH:29][CH:30]=1)[C:23]([O:25][CH2:26][N:15]1[C:14](=[O:16])[O:13][N:12]=[C:11]1[C:7]1[CH:6]=[C:5]([C:4]([F:3])([F:17])[F:18])[CH:10]=[CH:9][N:8]=1)=[O:24] |f:0.1,4.5|. Reported procedure: Into 2 ml of N,N-dimethylformamide was suspended 0.05 g of sodium hydride (60% oily), and 0.2 g of 3-(4-trifluoromethylpyridin-2-yl)-1,2,4-oxadiazol-5-one was added at room temperature. After stirring for 10 minutes, 0.19 g of chloromethyl 3-methylbenzoate was added, and the mixture was stirred at 70° C. for 3 hours. The reaction solution was allowed to cool to room temperature, and poured into an aqueous saturated ammonium chloride solution, followed by extraction with ethyl acetate three times... Reaction conditions: time 1 hour. Reaction SMILES: BrC(Br)=C[C:4]1[CH:9]=[CH:8][CH:7]=[CH:6][C:5]=1[O:10][Si:11]([C:14]([CH3:17])([CH3:16])[CH3:15])([CH3:13])[CH3:12].[CH2:19]([Li])[CH2:20]CC.CCCCCC.[C:30](=[O:32])=[O:31].O>O1CCCC1>[Si:11]([O:10][C:5]1[CH:4]=[CH:9][C:8]([CH2:19][CH2:20][C:30]([OH:32])=[O:31])=[CH:7][CH:6]=1)([C:14]([CH3:15])([CH3:16])[CH3:17])([CH3:12])[CH3:13] |f:1.2|. Starting materials: BrC(=CC1=C(C=CC=C1)O[Si](C)(C)C(C)(C)C)Br (1,1-dibromo-2-(tert-butyldimethylsilyloxyphenyl)ethylene), O (water), C(CCC)[Li].CCCCCC (n-butyllithium hexane), C(=O)=O (dry ice). Reported procedure: 1,1-dibromo-2-(tert-butyldimethylsilyloxyphenyl)ethylene (190.9 mg, 0.487 mmol) prepared in 2) was dissolved in tetrahydrofuran (2.9 ml) in nitrogen atmosphere, and a 1.58 mol/l n-butyllithium/hexane solution (832 μl, 1.31 mmol) was dropwise added at −78° C. After stirring for one hour, crushed dry ice was added to return the solution to 0° C. After stirring for 10 minutes, water was added, and the solution was concentrated under reduced pressure. The residue was diluted with diethyl ether and e... The solvent is O1CCCC1 (tetrahydrofuran). Product: [Si](C)(C)(C(C)(C)C)OC1=CC=C(C=C1)CCC(=O)O (3-(4-tert-butyldimethylsilyloxyphenyl)propionic acid). Reactants: CC1=C(N)C=C(C=C1)Cl (2-Methyl-5-chloroaniline), ClCC1OCCO1 (2-chloromethyl-1,3-dioxolane), C([O-])([O-])=O.[K+].[K+] (potassium carbonate). Solvent: CN(C=O)C (dimethylformamide). Reaction conditions: time 26 hour. The product is O1C(OCC1)CNC1=C(C=CC(=C1)Cl)C (N-(1,3-dioxolan-2-ylmethyl)-2-methyl-5-chloroaniline). Reaction SMILES: [CH3:1][C:2]1[CH:8]=[CH:7][C:6]([Cl:9])=[CH:5][C:3]=1[NH2:4].Cl[CH2:11][CH:12]1[O:16][CH2:15][CH2:14][O:13]1.C(=O)([O-])[O-].[K+].[K+]>CN(C)C=O>[O:13]1[CH2:14][CH2:15][O:16][CH:12]1[CH2:11][NH:4][C:3]1[CH:5]=[C:6]([Cl:9])[CH:7]=[CH:8][C:2]=1[CH3:1] |f:2.3.4|. Reported procedure: 2-Methyl-5-chloroaniline (75 grams), 2-chloromethyl-1,3-dioxolane (25 grams), potassium carbonate (22 grams) and dimethylformamide (50 ml) were charged into a glass reaction vessel equipped with a mechanical stirrer, thermometer, and reflux condenser. The reaction mixture was heated, with stirring, for a period of about 26 hours. After this time the reaction mixture was filtered and then distilled to yield the desired product N-(1,3-dioxolan-2-ylmethyl)-2-methyl-5-chloroaniline having a boiling ... The reactants are C1(CC1)S(=O)(=O)N (cyclopropanesulfonamide), [H-].[Na+] (sodium hydride), FC1=C(C=2CC(C(NC2C=C1)C1=CC(=CC=C1)N1CCOCC1)(C)C)C(=O)O (6-fluoro-3,3-dimethyl-2-(3-morpholin-4-yl-phenyl)-1,2,3,4-tetrahydro-quinoline-5-carboxylic acid), C(=O)(N1C=NC=C1)N1C=NC=C1 (1,1′-carbonyldiimidazole), [H-].[Na+] (sodium hydride), C1(CC1)S(=O)(=O)N (cyclopropanesulfonamide). Solvent: CN(C=O)C (N,N-dimethylformamide), CN(C=O)C (N,N-dimethylformamide), CN(C=O)C (N,N-dimethylformamide). Reaction conditions: temperature 25 celsius, time 1 hour. Product: FC1=C(C=2CC(C(NC2C=C1)C1=CC(=CC=C1)N1CCOCC1)(C)C)C(=O)NS(=O)(=O)C1CC1 (cyclopropanesulfonic acid [6-fluoro-3,3-dimethyl-2-(3-morpholin-4-yl-phenyl)-1,2,3,4-tetrahydro-quinoline-5-carbonyl]-amide). The yield is 20.0%. Reaction SMILES: [H-].[Na+].[CH:3]1([S:6]([NH2:9])(=[O:8])=[O:7])[CH2:5][CH2:4]1.[F:10][C:11]1[CH:20]=[CH:19][C:18]2[NH:17][CH:16]([C:21]3[CH:26]=[CH:25][CH:24]=[C:23]([N:27]4[CH2:32][CH2:31][O:30][CH2:29][CH2:28]4)[CH:22]=3)[C:15]([CH3:34])([CH3:33])[CH2:14][C:13]=2[C:12]=1[C:35](O)=[O:36].C(N1C=CN=C1)(N1C=CN=C1)=O>CN(C)C=O>[F:10][C:11]1[CH:20]=[CH:19][C:18]2[NH:17][CH:16]([C:21]3[CH:26]=[CH:25][CH:24]=[C:23]([N:27]4[CH2:28][CH2:29][O:30][CH2:31][CH2:32]4)[CH:22]=3)[C:15]([CH3:33])([CH3:34])[CH2:14][C:13]=2[C:12]=1[C:35]([NH:9][S:6]([CH:3]1[CH2:5][CH2:4]1)(=[O:8])=[O:7])=[O:36] |f:0.1|. Procedure details: To a suspension of 60% sodium hydride (102 mg, 2.5 mmol) in N,N-dimethylformamide (2.5 mL) was added cyclopropanesulfonamide (315 mg, 2.6 mmol) at room temperature. The resulting mixture was stirred at 25° C. for 1 h. A solution of 6-fluoro-3,3-dimethyl-2-(3-morpholin-4-yl-phenyl)-1,2,3,4-tetrahydro-quinoline-5-carboxylic acid (100 mg, 0.26 mmol) and 1,1′-carbonyldiimidazole (106 mg, 0.65 mmol) in N,N-dimethylformamide (2.0 mL) was stirred at 70° C. After stirring at 70° C. for 1 h, the above su... The reactants are C1CCOC1, CN(C)CCO, CCOC(C)=O, CC(C)(C)c1ccc(O)c([N+](=O)[O-])c1, CCOC(=O)N=NC(=O)OCC, c1ccc(P(c2ccccc2)c2ccccc2)cc1. Product: CN(C)CCOc1ccc(C(C)(C)C)cc1[N+](=O)[O-]. As a reaction SMILES: [CH2:52]1[O:53][CH2:54][CH2:55][CH2:56]1.[CH3:15][N:16]([CH3:17])[CH2:18][CH2:19][OH:20].[CH3:57][CH2:58][O:59][C:60]([CH3:61])=[O:62].[N+:1](=[O:2])([O-:3])[c:4]1[c:5]([OH:14])[cH:6][cH:7][c:8]([C:10]([CH3:11])([CH3:12])[CH3:13])[cH:9]1.[O:40]=[C:41]([O:42][CH2:43][CH3:44])[N:45]=[N:46][C:47]([O:48][CH2:49][CH3:50])=[O:51].[c:21]1([P:22]([c:23]2[cH:24][cH:25][cH:26][cH:27][cH:28]2)[c:29]2[cH:30][cH:31][cH:32][cH:33][cH:34]2)[cH:35][cH:36][cH:37][cH:38][cH:39]1>>[N+:1](=[O:2])([O-:3])[c:4]1[c:5]([O:14][CH2:19][CH2:18][N:16]([CH3:15])[CH3:17])[cH:6][cH:7][c:8]([C:10]([CH3:11])([CH3:12])[CH3:13])[cH:9]1.